Dataset: the Open Reaction Database (ORD), a public repository of structured organic reaction records. Task: describe an organic reaction: reactants, conditions, products, and yield Reactants: CNCCCSCc1ccc(C(F)(F)F)cc1, CN1CCCC1=O, [Cl-], CC12CC(CCCCCI)C3c4ccc(O)cc4CCC3C1CCC2O, [Na+]. Product: CN(CCCCCC1CC2(C)C(O)CCC2C2CCc3cc(O)ccc3C12)CCCSCc1ccc(C(F)(F)F)cc1. Reaction SMILES: [CH3:27][NH:28][CH2:29][CH2:30][CH2:31][S:32][CH2:33][c:34]1[cH:35][cH:36][c:37]([C:40]([F:41])([F:42])[F:43])[cH:38][cH:39]1.[CH3:46][N:47]1[CH2:48][CH2:49][CH2:50][C:51]1=[O:52].[Cl-:45].[I:1][CH2:2][CH2:3][CH2:4][CH2:5][CH2:6][CH:7]1[CH:8]2[c:9]3[cH:10][cH:11][c:12]([OH:26])[cH:13][c:14]3[CH2:15][CH2:16][CH:17]2[CH:18]2[CH2:19][CH2:20][CH:21]([OH:25])[C:22]2([CH3:23])[CH2:24]1.[Na+:44]>>[CH2:2]([CH2:3][CH2:4][CH2:5][CH2:6][CH:7]1[CH:8]2[c:9]3[cH:10][cH:11][c:12]([OH:26])[cH:13][c:14]3[CH2:15][CH2:16][CH:17]2[CH:18]2[CH2:19][CH2:20][CH:21]([OH:25])[C:22]2([CH3:23])[CH2:24]1)[N:28]([CH3:27])[CH2:29][CH2:30][CH2:31][S:32][CH2:33][c:34]1[cH:35][cH:36][c:37]([C:40]([F:41])([F:42])[F:43])[cH:38][cH:39]1. Starting materials: NC1=NC(=CC(=N1)NCC)Cl (2-amino-4-ethylamino-6-chloropyrimidine), ClC1=CC(=CC=C1)C(=O)OO (meta-chloroperbenzoic acid). The solvent is C(C)O (ethanol), C(C)O (ethanol). Conditions: time 2 hour. Product: NC1=NC(=CC(=[N+]1[O-])NCC)Cl (2-amino-4-ethylamino-6-chloropyrimidine 3-oxide). Yield: 34.9%. Reaction SMILES: [NH2:1][C:2]1[N:7]=[C:6]([NH:8][CH2:9][CH3:10])[CH:5]=[C:4]([Cl:11])[N:3]=1.ClC1C=CC=C(C(OO)=[O:20])C=1>C(O)C>[NH2:1][C:2]1[N+:7]([O-:20])=[C:6]([NH:8][CH2:9][CH3:10])[CH:5]=[C:4]([Cl:11])[N:3]=1. Procedure details: 8 g of 2-amino-4-ethylamino-6-chloropyrimidine are suspended in 150 ml of ethanol. 21.80 g of meta-chloroperbenzoic acid are added dropwise as solution in 150 ml of ethanol. After 2 hours' stirring, the reaction mixture is concentrated to a third in a rotary evaporator. The precipitate is filtered off on sintered glass, washed with 2×50 ml of ethyl ether and is then recrystallized from 60 ml of a 9/1 acetonitrile-ethanol mixture. 3.05 g of 2-amino-4-ethylamino-6-chloropyrimidine 3-oxide are obta...